This data is from the Open Reaction Database (ORD), a public repository of structured organic reaction records. The task is: describe an organic reaction: reactants, conditions, products, and yield Reactants: C(C)NC(NC1=CC=C(C=C1)C=1N=C(C2=C(N1)CN(CC2)C(=O)OC(C)(C)C)N2[C@H](COCC2)C)=O ((S)-tert-butyl 2-(4-(3-ethylureido)phenyl)-4-(3-methylmorpholino)-5,6-dihydropyrido[3,4-d]pyrimidine-7(8H)-carboxylate), CC=1C=C(N)C=CC1B1OC(C(O1)(C)C)(C)C (3-methyl-4-(4,4,5,5-tetramethyl-1,3,2-dioxaborolan-2-yl)aniline), ClC=1N=C(C2=C(N1)CN(CC2)C)N2[C@H](COCC2)C ((S)-4-(2-chloro-7-methyl-5,6,7,8-tetrahydropyrido[3,4-d]pyrimidin-4-yl)-3-methylmorpholine), ClC=1N=C(C2=C(N1)CN(CC2)C)N2[C@H](COCC2)C ((S)-4-(2-chloro-7-methyl-5,6,7,8-tetrahydropyrido[3,4-d]pyrimidin-4-yl)-3-methylmorpholine). The product is C(C)NC(=O)NC1=CC(=C(C=C1)C=1N=C(C2=C(N1)CN(CC2)C)N2[C@H](COCC2)C)C ((S)-1-ethyl-3-(3-methyl-4-(7-methyl-4-(3-methylmorpholino)-5,6,7,8-tetrahydropyrido[3,4-d]pyrimidin-2-yl)phenyl)urea). RXN SMILES: [CH2:1]([NH:3][C:4](=[O:36])[NH:5][C:6]1[CH:11]=[CH:10][C:9]([C:12]2[N:13]=[C:14]([N:29]3[CH2:34][CH2:33][O:32][CH2:31][C@@H:30]3[CH3:35])[C:15]3[CH2:21][CH2:20][N:19]([C:22](OC(C)(C)C)=O)[CH2:18][C:16]=3[N:17]=2)=[CH:8][CH:7]=1)[CH3:2].Cl[C:38]1N=C(N2CCOC[C@@H]2C)C2CCN(C)CC=2N=1.CC1C=C(C=CC=1B1OC(C)(C)C(C)(C)O1)N>>[CH2:1]([NH:3][C:4]([NH:5][C:6]1[CH:7]=[CH:8][C:9]([C:12]2[N:13]=[C:14]([N:29]3[CH2:34][CH2:33][O:32][CH2:31][C@@H:30]3[CH3:35])[C:15]3[CH2:21][CH2:20][N:19]([CH3:22])[CH2:18][C:16]=3[N:17]=2)=[C:10]([CH3:38])[CH:11]=1)=[O:36])[CH3:2]. Procedure: Method as described for intermediate 5 using (S)-4-(2-chloro-7-methyl-5,6,7,8-tetrahydropyrido[3,4-d]pyrimidin-4-yl)-3-methylmorpholine (intermediate 13) and 3-methyl-4-(4,4,5,5-tetramethyl-1,3,2-dioxaborolan-2-yl)aniline as starting materials. The mixture was filtered through a celite 545 pre-packed cartridge (2.5 g), washed with MeOH and solvent removed in vacuo. The residue was purified by triturating with a (9:1) mixture of petrol ether (40-60)/ethyl acetate, yielding the title compound afte... Reactants: B(Br)(Br)Br (boron tribromide), O(CC)CCC=1C=2N(C(=NC1C1=CC=CC=C1)N)N=CN2 (8-(2-ethoxylethyl)-7-phenyl-1,2,4-triazolo[2,3-c]pyrimidine-5-amine), ice water. The solvent is C(Cl)(Cl)Cl (chloroform). Product: BrCCC=1C=2N(C(=NC1C1=CC=CC=C1)N)N=CN2 (8-(2-bromoethyl)-7-phenyl-1,2,4-triazolo[2,3-c]pyrimidine-5-amine). RXN SMILES: O([CH2:4][CH2:5][C:6]1[C:7]2[N:8]([N:19]=[CH:20][N:21]=2)[C:9]([NH2:18])=[N:10][C:11]=1[C:12]1[CH:17]=[CH:16][CH:15]=[CH:14][CH:13]=1)CC.B(Br)(Br)[Br:23]>C(Cl)(Cl)Cl>[Br:23][CH2:4][CH2:5][C:6]1[C:7]2[N:8]([N:19]=[CH:20][N:21]=2)[C:9]([NH2:18])=[N:10][C:11]=1[C:12]1[CH:17]=[CH:16][CH:15]=[CH:14][CH:13]=1. Reported procedure: To 2.8 g of 8-(2-ethoxylethyl)-7-phenyl-1,2,4-triazolo[2,3-c]pyrimidine-5-amine dissolved in 30 ml of chloroform was added 5 ml of boron tribromide (1 M solution in dichloromethane) at room temperature with stirring. After 8 hours the complex was decomposed by the addition of ice water. The phases were separated and the aqueous layer was adjusted to pH 8 with potassium carbonate, then extracted three times with chloroform. The chloroform extract was added to the original chloroform layer, and th... Starting materials: C=CCOCc1c(OC)cccc1C(=O)NNC(C)(C)C, Cc1cc(C)cc(C(=O)Cl)c1, ClCCl, [K+], [K+], O=C([O-])[O-], O. The product is C=CCOCc1c(OC)cccc1C(=O)NN(C(=O)c1cc(C)cc(C)c1)C(C)(C)C. Reaction SMILES: [C:1]([CH3:2])([CH3:3])([CH3:4])[NH:5][NH:6][C:7]([c:8]1[c:9]([CH2:16][O:17][CH2:18][CH:19]=[CH2:20])[c:10]([O:14][CH3:15])[cH:11][cH:12][cH:13]1)=[O:21].[CH3:22][c:23]1[cH:24][c:25]([C:26](=[O:27])[Cl:28])[cH:29][c:30]([CH3:32])[cH:31]1.[Cl:39][CH2:40][Cl:41].[K+:33].[K+:34].[O-:35][C:36]([O-:37])=[O:38].[OH2:42]>>[C:1]([CH3:2])([CH3:3])([CH3:4])[N:5]([NH:6][C:7]([c:8]1[c:9]([CH2:16][O:17][CH2:18][CH:19]=[CH2:20])[c:10]([O:14][CH3:15])[cH:11][cH:12][cH:13]1)=[O:21])[C:26]([c:25]1[cH:24][c:23]([CH3:22])[cH:31][c:30]([CH3:32])[cH:29]1)=[O:27]. The reactants are ClC=1N=C(NC1CC)C(=O)O (4-chloro-5-ethyl-1H-imidazole-2-carboxylic acid), S(=O)(Cl)Cl (thionyl chloride), NC1=C(C=C(C=C1)C=1OC=C(N1)C(=O)OC)OC (Methyl 2-(4-amino-3-methoxyphenyl)-1,3-oxazole-4-carboxylate). Run in N1=CC=CC=C1 (pyridine). The product is ClC=1N=C(NC1CC)C(=O)NC1=C(C=C(C=C1)C=1OC=C(N1)C(=O)OC)OC (Methyl 2-(4-{[(4-chloro-5-ethyl-1H-imidazol-2-yl)carbonyl]amino}-3-methoxyphenyl)-1,3-oxazole-4-carboxylate). Isolated yield 85.6%. RXN SMILES: [Cl:1][C:2]1[N:3]=[C:4]([C:9]([OH:11])=O)[NH:5][C:6]=1[CH2:7][CH3:8].S(Cl)(Cl)=O.[NH2:16][C:17]1[CH:22]=[CH:21][C:20]([C:23]2[O:24][CH:25]=[C:26]([C:28]([O:30][CH3:31])=[O:29])[N:27]=2)=[CH:19][C:18]=1[O:32][CH3:33]>N1C=CC=CC=1>[Cl:1][C:2]1[N:3]=[C:4]([C:9]([NH:16][C:17]2[CH:22]=[CH:21][C:20]([C:23]3[O:24][CH:25]=[C:26]([C:28]([O:30][CH3:31])=[O:29])[N:27]=3)=[CH:19][C:18]=2[O:32][CH3:33])=[O:11])[NH:5][C:6]=1[CH2:7][CH3:8]. Reported procedure: The same operation as in Example (91c) was performed using 4-chloro-5-ethyl-1H-imidazole-2-carboxylic acid (0.13 g, 0.75 mmol), thionyl chloride (2 mL), methyl 2-(4-amino-3-methoxyphenyl)-1,3-oxazole-4-carboxylate obtained in Example (102d) (0.25 g, 1.01 mmol) and pyridine (5 mL), to obtain 0.26 g of the title compound as a colorless solid (86%). The reactants are CS(=O)(=O)Cl (methanesulfonyl chloride), ice water, BrC=1C=C2C(=NC1)SC(=N2)CN ((6-bromothiazolo[5,4-b]pyridin-2-yl)methanamine), N1=CC=CC=C1 (pyridine). Run in C(Cl)Cl (CH2Cl2). Reaction conditions: time 3 hour. Yields the product BrC=1C=C2C(=NC1)SC(=N2)CNS(=O)(=O)C (N-((6-bromothiazolo[5,4-b]pyridin-2-yl)methyl)-methanesulfonamide). Yield: 75.7%. As a reaction SMILES: [Br:1][C:2]1[CH:3]=[C:4]2[N:10]=[C:9]([CH2:11][NH2:12])[S:8][C:5]2=[N:6][CH:7]=1.N1C=CC=CC=1.[CH3:19][S:20](Cl)(=[O:22])=[O:21]>C(Cl)Cl>[Br:1][C:2]1[CH:3]=[C:4]2[N:10]=[C:9]([CH2:11][NH:12][S:20]([CH3:19])(=[O:22])=[O:21])[S:8][C:5]2=[N:6][CH:7]=1. Procedure: To a cooled (ice-water) solution of (6-bromothiazolo[5,4-b]pyridin-2-yl)methanamine (800 mg, 3.28 mmol) and pyridine (800 mg, 9.85 mmol) in CH2Cl2 (10 mL) is slowly added methanesulfonyl chloride (380 mg, 3.28) and stirred at room temperature for 3 hours. Reaction mixture is washed with water (2×10 mL) dried over Na2SO4 and concentrated. Obtained crude product purified on silica gel column using 0 to 5% methanol/CH2Cl2 to give the title compound (800 mg): m/z (Cl) M+2 324. As a reaction SMILES: [C:11]([CH3:12])([CH3:13])([CH3:14])[Si:15]([O:16][CH2:17][C:18]1([CH2:22][OH:23])[CH2:19][CH2:20][CH2:21]1)([CH3:24])[CH3:25].[CH3:7][S:8]([CH3:9])=[O:10].[Cl:1][C:2]([C:3]([Cl:4])=[O:5])=[O:6].[Cl:26][CH2:27][Cl:28]>>[C:11]([CH3:12])([CH3:13])([CH3:14])[Si:15]([O:16][CH2:17][C:18]1([CH:22]=[O:23])[CH2:19][CH2:20][CH2:21]1)([CH3:24])[CH3:25]. Reactants: CC(C)(C)[Si](C)(C)OCC1(CO)CCC1, CS(C)=O, O=C(Cl)C(=O)Cl, ClCCl. Yields the product CC(C)(C)[Si](C)(C)OCC1(C=O)CCC1. Reactants: COC1=C(C=C(C(=O)OCCCCC)C=C1)OCCCCC (Pentyl 4-methoxy-3-pentyloxybenzoate), [OH-].[Na+] (sodium hydroxide). Run in CO (methanol). The product is COC1=C(C=C(C(=O)O)C=C1)OCCCCC (4-methoxy-3-pentyloxybenzoic acid). Yield: 80.2%. As a reaction SMILES: [CH3:1][O:2][C:3]1[CH:16]=[CH:15][C:6]([C:7]([O:9]CCCCC)=[O:8])=[CH:5][C:4]=1[O:17][CH2:18][CH2:19][CH2:20][CH2:21][CH3:22].[OH-].[Na+]>CO>[CH3:1][O:2][C:3]1[CH:16]=[CH:15][C:6]([C:7]([OH:9])=[O:8])=[CH:5][C:4]=1[O:17][CH2:18][CH2:19][CH2:20][CH2:21][CH3:22] |f:1.2|. Procedure: Pentyl 4-methoxy-3-pentyloxybenzoate (17.4 g, 0.056 mol) was dissolved in methanol (85 ml). A 1N aqueous sodium hydroxide solution (85 ml, 0.085 mol, 1.5 eq) was added, and the mixture was refluxed under heating for 1.5 hours. This reaction mixture was cooled to room temperature, and washed with n-hexane (100 ml). A 10% aqueous hydrochloric acid solution (ca. 120 ml) was added to the aqueous layer under ice-cooling to make the same acidic. This was extracted twice with ethyl acetate (220 ml). Th...